From a dataset of the Open Reaction Database (ORD), a public repository of structured organic reaction records. describe an organic reaction: reactants, conditions, products, and yield The reactants are CI (methyl iodide), C1CCOC1 (THF), O=C1NC2=C(CC[C@@H]1NC(OC(C)(C)C)=O)C=CC=C2 (tert-butyl [(3S)-2-oxo-2,3,4,5-tetrahydro-1H-1-benzazepin-3-yl]carbamate), oil. Reagents/catalysts: [H-].[Na+] (sodium hydride). The solvent is CCOC(=O)C (EtOAc), CCCCCCC.CCOC(=O)C (heptane EtOAc), CCOC(=O)C (EtOAc). Product: CN1C([C@H](CCC2=C1C=CC=C2)NC(OC(C)(C)C)=O)=O (tert-butyl [(3S)-1-methyl-2-oxo-2,3,4,5-tetrahydro-1H-1-benzazepin-3-yl]carbamate). RXN SMILES: [CH2:1]1COCC1.[O:6]=[C:7]1[C@@H:13]([NH:14][C:15](=[O:21])[O:16][C:17]([CH3:20])([CH3:19])[CH3:18])[CH2:12][CH2:11][C:10]2[CH:22]=[CH:23][CH:24]=[CH:25][C:9]=2[NH:8]1.CI>[H-].[Na+].CCOC(C)=O.CCCCCCC.CCOC(C)=O>[CH3:1][N:8]1[C:9]2[CH:25]=[CH:24][CH:23]=[CH:22][C:10]=2[CH2:11][CH2:12][C@H:13]([NH:14][C:15](=[O:21])[O:16][C:17]([CH3:19])([CH3:20])[CH3:18])[C:7]1=[O:6] |f:3.4,6.7|. Reported procedure: 0.898 mg of sodium hydride in suspension at 60% in oil (22.44 mmol) is introduced, at AT, into a 500 ml round-bottomed flask, with stirring and under an argon atmosphere, containing 260 ml of THF and 6.2 g of 2a (22.44 mmol). The medium is stirred for 1 h and then 3.823 g (26.94 mmol) of methyl iodide are added. The medium is left stirring overnight, 500 ml of EtOAc are added and the organic phase is washed twice with 500 ml of water. The organic phase is dried over MgSO4, filtered and then evap... The reactants are S(N)(=O)(=O)Cl (Sulphamoyl chloride), C1(=CC=CC=C1)C (toluene), ClC1=C(C=C(CN(C2=CC=C(C#N)C=C2)N2C=NN=C2)C=C1)O (4-[(4-Chloro-3-hydroxy-benzyl)-[1,2,4]triazol-4-yl-amino]-benzonitrile). Solvent: O (water), O (water), C(C)(=O)OCC (Ethyl acetate), CN(C(C)=O)C (N,N-dimethylacetamide). Reaction conditions: time 18 hour. The product is ClC1=C(C=C(C=C1)CN(N1C=NN=C1)C1=CC=C(C=C1)C#N)OS(N)(=O)=O (Sulfamic Acid 2-chloro-5-{[(4-cyano-phenyl)-[1,2,4]triazol-4-yl-amino]-methyl}-phenyl Ester). RXN SMILES: [S:1](Cl)(=[O:4])(=[O:3])[NH2:2].C1(C)C=CC=CC=1.[Cl:13][C:14]1[CH:34]=[CH:33][C:17]([CH2:18][N:19]([N:28]2[CH:32]=[N:31][N:30]=[CH:29]2)[C:20]2[CH:27]=[CH:26][C:23]([C:24]#[N:25])=[CH:22][CH:21]=2)=[CH:16][C:15]=1[OH:35]>O.C(OCC)(=O)C.CN(C)C(=O)C>[Cl:13][C:14]1[CH:34]=[CH:33][C:17]([CH2:18][N:19]([C:20]2[CH:21]=[CH:22][C:23]([C:24]#[N:25])=[CH:26][CH:27]=2)[N:28]2[CH:29]=[N:30][N:31]=[CH:32]2)=[CH:16][C:15]=1[O:35][S:1](=[O:4])(=[O:3])[NH2:2]. Procedure: Sulphamoyl chloride solution in toluene (3 mL, 0.7 M, 2.1 mmol) was concentrated under reduced pressure (30° C. water bath temperature) to ca. 0.5 mL volume. The residue was cooled to 0° C. (ice bath) and N,N-dimethylacetamide (5 mL) was added. 4-[(4-Chloro-3-hydroxy-benzyl)-[1,2,4]triazol-4-yl-amino]-benzonitrile (CAB02141, 200 mg, 0.614 mmol) was added to the colourless solution and the mixture was stirred for 18 hours at room temperature. Ethyl acetate (50 mL) and water (30 mL) were added to ... Starting materials: [Si](C)(C)(C(C)(C)C)OCC(F)C=1C=C(C=O)C=CC1 (3-(2-(tert-Butyldimethylsilyloxy)-1-fluoroethyl)benzaldehyde), C(C)(=O)O (acetic acid), C(C)(=O)O[BH-](OC(C)=O)OC(C)=O.[Na+] (sodium triacetoxyborohydride), FC(C(=O)O)(F)F.C(C)(C)C=1SC=C(N1)C(=O)N1CCOC2(C1)CCNCC2 ((2-Isopropylthiazol-4-yl)(1-oxa-4,9-diazaspiro[5.5]undecan-4-yl)methanone trifluoroacetate). The solvent is CO (MeOH), ice water. Reaction conditions: time 5 minute. Yields the product [Si](C)(C)(C(C)(C)C)OCC(F)C=1C=C(CN2CCC3(CN(CCO3)C(=O)C=3N=C(SC3)C(C)C)CC2)C=CC1 ((9-(3-(2-(tert-Butyldimethylsilyloxy)-1-fluoroethyl)benzyl)-1-oxa-4,9-diazaspiro[5.5]undecan-4-yl)(2-isopropylthiazol-4-yl)methanone). Reaction SMILES: [Si:1]([O:8][CH2:9][CH:10]([C:12]1[CH:13]=[C:14]([CH:17]=[CH:18][CH:19]=1)[CH:15]=O)[F:11])([C:4]([CH3:7])([CH3:6])[CH3:5])([CH3:3])[CH3:2].C(O)(=O)C.FC(F)(F)C(O)=O.[CH:31]([C:34]1[S:35][CH:36]=[C:37]([C:39]([N:41]2[CH2:46][C:45]3([CH2:51][CH2:50][NH:49][CH2:48][CH2:47]3)[O:44][CH2:43][CH2:42]2)=[O:40])[N:38]=1)([CH3:33])[CH3:32].C(O[BH-](OC(=O)C)OC(=O)C)(=O)C.[Na+]>CO>[Si:1]([O:8][CH2:9][CH:10]([C:12]1[CH:13]=[C:14]([CH:17]=[CH:18][CH:19]=1)[CH2:15][N:49]1[CH2:50][CH2:51][C:45]2([O:44][CH2:43][CH2:42][N:41]([C:39]([C:37]3[N:38]=[C:34]([CH:31]([CH3:32])[CH3:33])[S:35][CH:36]=3)=[O:40])[CH2:46]2)[CH2:47][CH2:48]1)[F:11])([C:4]([CH3:7])([CH3:6])[CH3:5])([CH3:3])[CH3:2] |f:2.3,4.5|. Procedure details: A solution of 3-(2-(tert-butyldimethylsilyloxy)-1-fluoroethyl)benzaldehyde (example 39, step d) (0.329 g) in MeOH (4 mL) was treated with acetic acid (0.055 mL) followed by (2-isopropylthiazol-4-yl)(1-oxa-4,9-diazaspiro[5.5]undecan-4-yl)methanone trifluoroacetate (example 22, step b) (0.408 g) and stirred at room temperature for 5 minutes. The solution was cooled in an ice-water bath, treated with sodium triacetoxyborohydride (0.309 g), stirred in ice-water for 135 minutes, then removed from the... Starting materials: [Cl-].C[SiH](C)C (trimethylsilane chloride), ClC1=NC=NC(=C1)Cl (4,6-dichloropyrimidine), dichlorobistriphenylphosphine palladium, O (water), ClC1=C(CBr)C(=C(C=C1)C)F (2-chloro-5-methyl-6-fluorobenzyl bromide), solution 0, solution L. The reagents and catalysts are [Zn] (zinc), BrC(C)Br (dibromoethane). The solvent is O1CCCC1 (tetrahydrofuran), O1CCCC1 (tetrahydrofuran), O1CCCC1 (tetrahydrofuran). Reaction conditions: time 20 minute. The product is ClC1=NC=NC(=C1)CC1=C(C=CC(=C1F)C)Cl (4-chloro-6-(2-chloro-5-methyl-6-fluorobenzyl)pyrimidine). Yield: 19.4%. Reaction SMILES: [Cl-].C[SiH](C)C.[Cl:6][C:7]1[CH:14]=[CH:13][C:12]([CH3:15])=[C:11]([F:16])[C:8]=1[CH2:9]Br.[Cl:17][C:18]1[CH:23]=[C:22](Cl)[N:21]=[CH:20][N:19]=1.O>O1CCCC1.BrC(Br)C.[Zn]>[Cl:17][C:18]1[CH:23]=[C:22]([CH2:9][C:8]2[C:11]([F:16])=[C:12]([CH3:15])[CH:13]=[CH:14][C:7]=2[Cl:6])[N:21]=[CH:20][N:19]=1 |f:0.1|. Procedure details: In 10 ml of tetrahydrofuran was suspended 1.3 g of zinc (powder), to which dibromoethane (2 drops) was added. The mixture was heated under reflux for 5 minutes, to which trimethylsilane chloride was added. The mixture was further heated under reflux for 5 minutes, to which a solution of 2.4 g of 2-chloro-5-methyl-6-fluorobenzyl bromide dissolved in 20 ml of tetrahydrofuran was slowly added with heating under reflux, followed by stirring for 20 minutes. (The solution thus obtained is referred to ... Starting materials: C(C1=CC=CC=C1)(=O)C1C(CCCC1)=O (2-benzoyl-cyclohexanone), C(C(=O)C)(=O)O (pyruvic acid). Reagents/catalysts: C(CCCCCCCCCCC)OS(=O)(=O)[O-].[Na+] (sodium dodecylsulfate). Product: C(C1=CC=CC=C1)(=O)C=1CCCC=2C1OC(C2C)=O (7-benzoyl-3-methyl-2,4,5,6-tetrahydro-benzo[b]furan-2-one). Yield: 25.5%. Reaction SMILES: [C:1]([CH:9]1[CH2:14][CH2:13][CH2:12][CH2:11][C:10]1=[O:15])(=[O:8])[C:2]1[CH:7]=[CH:6][CH:5]=[CH:4][CH:3]=1.[C:16](O)(=[O:20])[C:17]([CH3:19])=O>C(OS([O-])(=O)=O)CCCCCCCCCCC.[Na+]>[C:1]([C:9]1[CH2:14][CH2:13][CH2:12][C:11]2[C:10]=1[O:15][C:16](=[O:20])[C:17]=2[CH3:19])(=[O:8])[C:2]1[CH:7]=[CH:6][CH:5]=[CH:4][CH:3]=1 |f:2.3|. Procedure: A mixture of 10 g of 2-benzoyl-cyclohexanone, 5.8 g of pyruvic acid and 0.2 g of sodium dodecylsulfate is heated at 150° for 15 hours. After cooling, the raw reaction product is extracted with ethyl ether and the ether solution is washed with an aqueous solution of sodium bicarbonate, then with water and then dried. The residue which is obtained after removing the solvent (9 g) is chromatographed on an SiO2 column using as an eluent cyclohexane: ethyl ether 7:3. There are obtained 3.2 g of 7-ben... Starting materials: ClCCl, CN(C)c1ccncc1, [Cl-], NCc1nc(C(=O)NCCc2cccc(Cl)c2)cs1, O=C(Cl)COc1ccc(OC(F)(F)F)cc1, [NH4+], c1ccncc1. Product: O=C(COc1ccc(OC(F)(F)F)cc1)NCc1nc(C(=O)NCCc2cccc(Cl)c2)cs1. Reaction SMILES: [CH2:44]([Cl:45])[Cl:46].[CH3:47][N:48]([c:49]1[cH:50][cH:51][n:52][cH:53][cH:54]1)[CH3:55].[Cl-:42].[Cl:1][c:2]1[cH:3][c:4]([CH2:8][CH2:9][NH:10][C:11](=[O:12])[c:13]2[n:14][c:15]([CH2:18][NH2:19])[s:16][cH:17]2)[cH:5][cH:6][cH:7]1.[F:20][C:21]([O:22][c:23]1[cH:24][cH:25][c:26]([O:27][CH2:28][C:29](=[O:30])[Cl:31])[cH:32][cH:33]1)([F:34])[F:35].[NH4+:43].[cH:36]1[cH:37][cH:38][n:39][cH:40][cH:41]1>>[Cl:1][c:2]1[cH:3][c:4]([CH2:8][CH2:9][NH:10][C:11](=[O:12])[c:13]2[n:14][c:15]([CH2:18][NH:19][C:29]([CH2:28][O:27][c:26]3[cH:25][cH:24][c:23]([O:22][C:21]([F:20])([F:34])[F:35])[cH:33][cH:32]3)=[O:30])[s:16][cH:17]2)[cH:5][cH:6][cH:7]1. The reactants are C(C)NC(C1=CC(=C(C=C1)C)C1=CC=C2C(=NNC2=C1)C=1CCNCC1)=O (N-ethyl-4-methyl-3-[3-(1,2,3,6-tetrahydro-4-pyridinyl)-1H-indazol-6-yl]benzamide), C(C)NC(C1=CC(=C(C=C1)C)C1=CC=C2C(=NNC2=C1)C=1CCNCC1)=O (N-ethyl-4-methyl-3-[3-(1,2,3,6-tetrahydro-4-pyridinyl)-1H-indazol-6-yl]benzamide). The reagents and catalysts are [Pd] (palladium on carbon). Run in C(C)O (ethanol), CN(C)C=O (DMF). Product: C(C)NC(C1=CC(=C(C=C1)C)C1=CC=C2C(=NNC2=C1)C1CCNCC1)=O (N-Ethyl-4-methyl-3-[3-(4-piperidinyl)-1H-indazol-6-yl]benzamide). Yield: 58.0%. As a reaction SMILES: [CH2:1]([NH:3][C:4](=[O:27])[C:5]1[CH:10]=[CH:9][C:8]([CH3:11])=[C:7]([C:12]2[CH:20]=[C:19]3[C:15]([C:16]([C:21]4[CH2:22][CH2:23][NH:24][CH2:25][CH:26]=4)=[N:17][NH:18]3)=[CH:14][CH:13]=2)[CH:6]=1)[CH3:2]>C(O)C.CN(C=O)C.[Pd]>[CH2:1]([NH:3][C:4](=[O:27])[C:5]1[CH:10]=[CH:9][C:8]([CH3:11])=[C:7]([C:12]2[CH:20]=[C:19]3[C:15]([C:16]([CH:21]4[CH2:22][CH2:23][NH:24][CH2:25][CH2:26]4)=[N:17][NH:18]3)=[CH:14][CH:13]=2)[CH:6]=1)[CH3:2]. Procedure details: A solution of N-ethyl-4-methyl-3-[3-(1,2,3,6-tetrahydro-4-pyridinyl)-1H-indazol-6-yl]benzamide (Intermediate 15, 360 mg) in ethanol (10 ml) and DMF (3 ml) was stirred with 10% palladium on carbon (50 mg) under an atmosphere of hydrogen for 24 h. The catalyst was removed by filtration, the solvent was evaporated and the residue was dissolved in methanol and applied to an SCX ion exchange cartridge. The cartridge was eluted with a solution of aqueous ammonia (0.88) in methanol (10%) and the result...